The task is: describe an organic reaction: reactants, conditions, products, and yield. This data is from the Open Reaction Database (ORD), a public repository of structured organic reaction records. Reactants: BrC1=CC=C(C=C1)O (4-bromophenol), CS(=O)(=O)OCCC(C1=CC=CC=C1)C1=CC=CC=C1 (1-methanesulphonyloxy-3, 3-diphenylpropane), C([O-])([O-])=O.[K+].[K+] (potassium carbonate). Solvent: C(C)#N (acetonitrile). The product is C1(=CC=CC=C1)C(CCOC1=CC=C(C=C1)Br)C1=CC=CC=C1 (4-(3,3-DIPHENYLPROPOXY)BROMOBENZENE). The yield is 103.5%. RXN SMILES: [Br:1][C:2]1[CH:7]=[CH:6][C:5]([OH:8])=[CH:4][CH:3]=1.CS(O[CH2:14][CH2:15][CH:16]([C:23]1[CH:28]=[CH:27][CH:26]=[CH:25][CH:24]=1)[C:17]1[CH:22]=[CH:21][CH:20]=[CH:19][CH:18]=1)(=O)=O.C(=O)([O-])[O-].[K+].[K+]>C(#N)C>[C:17]1([CH:16]([C:23]2[CH:24]=[CH:25][CH:26]=[CH:27][CH:28]=2)[CH2:15][CH2:14][O:8][C:5]2[CH:6]=[CH:7][C:2]([Br:1])=[CH:3][CH:4]=2)[CH:22]=[CH:21][CH:20]=[CH:19][CH:18]=1 |f:2.3.4|. Reported procedure: A mixture of 4-bromophenol (1.73 g, 10 mmol), 1-methanesulphonyloxy-3, 3-diphenylpropane (3.05 g, 10 mmol) and anhydrous potassium carbonate (2.07 g, 15 mmol) in acetonitrile (25 mL) is stirred and heated to reflux under nitrogen for 24 h. The reaction mixture is filtered, washed with acetone and the combined filtrate and washings are evaporated to dryness in vacuo. The residue is taken up in Et2O washed with successive portions of 5% aqueous NaOH and H2O, dried (Na2SO4), filtered and concentrat... Starting materials: P(=O)(Br)(Br)Br (phosphorus oxybromide), C(C1=CC=CC=C1)OC[C@@H](CO)C(C)C ((R)-2-(benzyloxy-methyl)-3-methyl butanol), O (water). The solvent is CN(C=O)C (N,N-dimethyl formamide). Yields the product C(C1=CC=CC=C1)OC[C@@H](CBr)C(C)C ((S)-2-(benzyloxy-methyl)-3-methyl-butyl bromide). Yield: 81.6%. As a reaction SMILES: [CH2:1]([O:8][CH2:9][C@H:10]([CH:13]([CH3:15])[CH3:14])[CH2:11]O)[C:2]1[CH:7]=[CH:6][CH:5]=[CH:4][CH:3]=1.P(Br)(Br)([Br:18])=O.O>CN(C)C=O>[CH2:1]([O:8][CH2:9][C@H:10]([CH:13]([CH3:15])[CH3:14])[CH2:11][Br:18])[C:2]1[CH:7]=[CH:6][CH:5]=[CH:4][CH:3]=1. Reported procedure: Dissolve (R)-2-(benzyloxy-methyl)-3-methyl butanol (15.6 g, 75 mmol) in N,N-dimethyl formamide (246 ml), add phosphorus oxybromide (22.58 g, 78.75 mmol) in droplets slowly and control the temperature below 50° C. in that process, and then let them to react at 50° C. for 3 hours. Cool down to room temperature, and pour the reactant liquid into water (246 ml) slowly, extract with normal hexane for three cycles, combine the normal hexane layers, wash twice with saturated sodium bicarbonate and satu... Reactants: CS(=O)C1=CC=C(C=C1)N1C=NC2=C1C=C(C=C2)C2=NN=C(O2)S (5-[1-[4-(methylsulfinyl)phenyl]-1H-benzimidazol-6-yl]-1,3,4-oxadiazole-2-thiol), FC=1C=C(CBr)C=CC1 (3-fluorobenzyl bromide). Product: FC=1C=C(CSC2=NN=C(O2)C=2C=CC3=C(N(C=N3)C3=CC=C(C=C3)S(=O)C)C2)C=CC1 (6-[5-[(3-fluorobenzyl)thio]-1,3,4-oxadiazol-2-yl]-1-[4-(methylsulfinyl)phenyl]-1H-benzimidazole). Yield: 77.0%. As a reaction SMILES: [CH3:1][S:2]([C:4]1[CH:9]=[CH:8][C:7]([N:10]2[C:14]3[CH:15]=[C:16]([C:19]4[O:23][C:22]([SH:24])=[N:21][N:20]=4)[CH:17]=[CH:18][C:13]=3[N:12]=[CH:11]2)=[CH:6][CH:5]=1)=[O:3].[F:25][C:26]1[CH:27]=[C:28]([CH:31]=[CH:32][CH:33]=1)[CH2:29]Br>>[F:25][C:26]1[CH:27]=[C:28]([CH:31]=[CH:32][CH:33]=1)[CH2:29][S:24][C:22]1[O:23][C:19]([C:16]2[CH:17]=[CH:18][C:13]3[N:12]=[CH:11][N:10]([C:7]4[CH:8]=[CH:9][C:4]([S:2]([CH3:1])=[O:3])=[CH:5][CH:6]=4)[C:14]=3[CH:15]=2)=[N:20][N:21]=1. Procedure: In the same manner as in Example 7 and using 5-[1-[4-(methylsulfinyl)phenyl]-1H-benzimidazol-6-yl]-1,3,4-oxadiazole-2-thiol instead of 5-(1H-indazol-5-yl)-1,3,4-oxadiazole-2-thiol and 3-fluorobenzyl bromide instead of 3-(trifluoromethyl)benzyl chloride, the title compound (yield 77%) was obtained as colorless crystals. Starting materials: C(C1=CC=CC=C1)(=O)Cl (benzoyl chloride), N1CCOCC1 (morpholine), NCCOC1=C(C=CC=2CCN(CCC21)C(C(F)(F)F)=O)Cl (6-(2-amino-ethoxy)-7-chloro-3-(2,2,2-trifluoroacetyl)-2,3,4,5-tetrahydro-1H-benzo[d]azepine). Solvent: C(Cl)Cl (DCM). Yields the product C(C1=CC=CC=C1)(=O)NCCOC1=C(C=CC=2CCN(CCC21)C(C(F)(F)F)=O)Cl (6-(2-benzoylamino-ethoxy)-7-chloro-3-(2,2,2-trifluoroacetyl)-2,3,4,5-tetrahydro-1H-benzo[d]azepine). RXN SMILES: [C:1](Cl)(=[O:8])[C:2]1[CH:7]=[CH:6][CH:5]=[CH:4][CH:3]=1.N1CCOCC1.[NH2:16][CH2:17][CH2:18][O:19][C:20]1[C:30]2[CH2:29][CH2:28][N:27]([C:31](=[O:36])[C:32]([F:35])([F:34])[F:33])[CH2:26][CH2:25][C:24]=2[CH:23]=[CH:22][C:21]=1[Cl:37]>C(Cl)Cl>[C:1]([NH:16][CH2:17][CH2:18][O:19][C:20]1[C:30]2[CH2:29][CH2:28][N:27]([C:31](=[O:36])[C:32]([F:33])([F:35])[F:34])[CH2:26][CH2:25][C:24]=2[CH:23]=[CH:22][C:21]=1[Cl:37])(=[O:8])[C:2]1[CH:7]=[CH:6][CH:5]=[CH:4][CH:3]=1. Procedure: Combine benzoyl chloride (19.3 mg, 0.137 mmol), PS-morpholine (109 mg, 0.272 mmol), 6-(2-amino-ethoxy)-7-chloro-3-(2,2,2-trifluoroacetyl)-2,3,4,5-tetrahydro-1H-benzo[d]azepine (46 mg, 0.137 mmol) in DCM (1.5 mL) and stir at ambient temperature for 16 h. Filter the resin, wash with DCM and concentrate in vacuo. Purify by reverse phase HPLC (10-95% of solvent B in 12.8 min, 25 mL/min; solvent A: water, 0.1% trifluoroacetic acid; solvent B: acetonitrile, 0.1% trifluoroacetic acid; column: YMC SH-34... Starting materials: O=C(O)c1ccc(-c2ccc([N+](=O)[O-])cc2)o1, O=S(Cl)Cl. Product: O=C(Cl)c1ccc(-c2ccc([N+](=O)[O-])cc2)o1. As a reaction SMILES: [N+:1](=[O:2])([O-:3])[c:4]1[cH:5][cH:6][c:7](-[c:10]2[cH:11][cH:12][c:13]([C:15](=[O:16])[OH:17])[o:14]2)[cH:8][cH:9]1.[S:18]([Cl:19])([Cl:20])=[O:21]>>[N+:1](=[O:2])([O-:3])[c:4]1[cH:5][cH:6][c:7](-[c:10]2[cH:11][cH:12][c:13]([C:15](=[O:17])[Cl:20])[o:14]2)[cH:8][cH:9]1. Reactants: C(C)(=O)OCC (ethyl acetate), C(C)OC(=O)C=1N(C2=C(C=CC=C2C1)Br)[C@@H](CNC(=O)OC(C)(C)C)C ((R)-7-bromo-1-(2-tert-butoxycarbonylamino-1-methyl-ethyl)-1H-indole-2-carboxylic acid ethyl ester), C([O-])([O-])=O.[K+].[K+] (potassium carbonate), FC(C(=O)O)(F)F (trifluoroacetic acid). Run in ClCCl (dichloromethane). The product is BrC1=CC=CC=2C=C3N(C12)[C@@H](CNC3=O)C ((R)-6-Bromo-4-methyl-3,4-dihydro-2H-pyrazino[1,2-a]indol-1-one). RXN SMILES: C(OC([C:6]1[N:7]([C@H:16]([CH3:26])[CH2:17][NH:18][C:19](OC(C)(C)C)=[O:20])[C:8]2[C:13]([CH:14]=1)=[CH:12][CH:11]=[CH:10][C:9]=2[Br:15])=O)C.FC(F)(F)C(O)=O.C(=O)([O-])[O-].[K+].[K+].C(OCC)(=O)C>ClCCl>[Br:15][C:9]1[C:8]2[N:7]3[C@H:16]([CH3:26])[CH2:17][NH:18][C:19](=[O:20])[C:6]3=[CH:14][C:13]=2[CH:12]=[CH:11][CH:10]=1 |f:2.3.4|. Procedure details: A solution of 6.10 g (14.3 mmol) (R)-7-bromo-1-(2-tert-butoxycarbonylamino-1-methyl-ethyl)-1H-indole-2-carboxylic acid ethyl ester in 65 ml dichloromethane was cooled down to 0° C. and treated dropwise with 32 ml (28.7 mmol) trifluoroacetic acid. The cooling bath was removed and after 45 min. stirring at room temperature all volatile components were removed at a rotary evaporator and the remaining oil was dissolved in 35 ml methanol. To this solution, 7.93 g (57.4 mmol) potassium carbonate was a... Run in CS(=O)C (DMSO). The yield is 158784.1%. Yields the product C(C)(C)(C)OC(NCCC1=CC=C(C=C1)OC1=NC(=CC=C1)C(N)=O)=O ({2-[4-(6-Carbamoylpyridin-2-yloxy)phenyl]ethyl}carbamic acid tert-butyl ester). Run at time 3 hour. Reactants: C(=O)([O-])[O-].[K+].[K+] (K2CO3), C(C)(C)(C)OC(NCCC1=CC=C(C=C1)OC1=NC(=CC=C1)C#N)=O ({2-[4-(6-cyanopyridin-2-yloxy)phenyl]ethyl}carbamic acid tert-butyl ester), OO (H2O2). Procedure: Dissolve {2-[4-(6-cyanopyridin-2-yloxy)phenyl]ethyl}carbamic acid tert-butyl ester (0.814 g, 0.240 mmol) in DMSO (4.8 mL). Add K2CO3 (0.166 g, 0.120 mmol) and then 30% H2O2 (0.071 mL, 0.624 mmol). Stir at room temperature for 3 hours. Quench the reaction mixture with water (30 mL). Extract with ethyl acetate (1×60 mL). Wash the organic layer with water (1×30 mL), dry over MgSO4, filter and concentrate to give the title compound (68.1 g, 79.5%): MS ES+ 357.9 (M+H)+, base peak ES+ 301.9 (M+2H—C(CH... RXN SMILES: [C:1]([O:5][C:6](=[O:25])[NH:7][CH2:8][CH2:9][C:10]1[CH:15]=[CH:14][C:13]([O:16][C:17]2[CH:22]=[CH:21][CH:20]=[C:19]([C:23]#[N:24])[N:18]=2)=[CH:12][CH:11]=1)([CH3:4])([CH3:3])[CH3:2].C([O-])([O-])=[O:27].[K+].[K+].OO>CS(C)=O>[C:1]([O:5][C:6](=[O:25])[NH:7][CH2:8][CH2:9][C:10]1[CH:15]=[CH:14][C:13]([O:16][C:17]2[CH:22]=[CH:21][CH:20]=[C:19]([C:23](=[O:27])[NH2:24])[N:18]=2)=[CH:12][CH:11]=1)([CH3:4])([CH3:2])[CH3:3] |f:1.2.3|. Reactants: [N+](=O)([O-])C1=CC2=C(N=CN2)C=C1 (5-nitrobenzimidazole), C(=O)([O-])[O-].[K+].[K+] (K2CO3), C1(=CC=C(C=C1)S(=O)(=O)Cl)C (p-toluenesulfonyl chloride). The solvent is C1CCOC1 (THF), O (water). Reaction conditions: time 16 hour. The product is [N+](=O)([O-])C1=CC2=C(N(C=N2)S(=O)(=O)C2=CC=C(C)C=C2)C=C1 (5-Nitro-1-tosylbenzimidazole). Reaction SMILES: [N+:1]([C:4]1[CH:12]=[CH:11][C:7]2[N:8]=[CH:9][NH:10][C:6]=2[CH:5]=1)([O-:3])=[O:2].C([O-])([O-])=O.[K+].[K+].[C:19]1([CH3:29])[CH:24]=[CH:23][C:22]([S:25](Cl)(=[O:27])=[O:26])=[CH:21][CH:20]=1>C1COCC1.O>[N+:1]([C:4]1[CH:12]=[CH:11][C:7]2[N:8]([S:25]([C:22]3[CH:23]=[CH:24][C:19]([CH3:29])=[CH:20][CH:21]=3)(=[O:27])=[O:26])[CH:9]=[N:10][C:6]=2[CH:5]=1)([O-:3])=[O:2] |f:1.2.3|. Procedure details: To a stirring solution of 5-nitrobenzimidazole (7.5 g, 46 mmol) in THF (300 mL) and water (150 mL) was added K2CO3 (15.9 g, 115 mmol), followed by p-toluenesulfonyl chloride (11.4 g, 46 mmol). After stirring for 16 h, solvents were removed in vacuo and the residue was partitioned between ethyl acetate and water. The layers were separated and the organic phase was washed with brine, then dried with MgSO4, filtered and concentrated in vacuo. The crude solid was dissolved in choloroform and chromat... Starting materials: ClC1=CC2=C(NC(C(NC2=O)CC2=C(C=CC=C2)Cl)=O)C=C1 (7-chloro-3-(2-chlorobenzyl)-3,4-dihydro-1H-benzo[e][1,4]diazepine-2,5-dione), C([O-])([O-])=O.[K+].[K+] (potassium carbonate), BrCCOC(C)=O (2-bromoethylacetate), BrCCOC(C)=O (2-bromoethylacetate). Solvent: CN(C=O)C (N,N-dimethylformamide), C(C)(=O)OCC (ethyl acetate). Conditions: time 8 hour. Yields the product C(C)(=O)OCCN1C(C(NC(C2=C1C=CC(=C2)Cl)=O)CC2=C(C=CC=C2)Cl)=O (2-(7-chloro-3-(2-chlorobenzyl)-2,5-dioxo-2,3,4,5-tetrahydro-1H-benzo[e][1,4]diazepin-1-yl)ethyl acetate). As a reaction SMILES: [Cl:1][C:2]1[CH:22]=[CH:21][C:5]2[NH:6][C:7](=[O:20])[CH:8]([CH2:12][C:13]3[CH:18]=[CH:17][CH:16]=[CH:15][C:14]=3[Cl:19])[NH:9][C:10](=[O:11])[C:4]=2[CH:3]=1.C(=O)([O-])[O-].[K+].[K+].Br[CH2:30][CH2:31][O:32][C:33](=[O:35])[CH3:34]>CN(C)C=O.C(OCC)(=O)C>[C:33]([O:32][CH2:31][CH2:30][N:6]1[C:5]2[CH:21]=[CH:22][C:2]([Cl:1])=[CH:3][C:4]=2[C:10](=[O:11])[NH:9][CH:8]([CH2:12][C:13]2[CH:18]=[CH:17][CH:16]=[CH:15][C:14]=2[Cl:19])[C:7]1=[O:20])(=[O:35])[CH3:34] |f:1.2.3|. Procedure details: To 7-chloro-3-(2-chlorobenzyl)-3,4-dihydro-1H-benzo[e][1,4]diazepine-2,5-dione (0.5 g, 1.5 mmol) in N,N-dimethylformamide (10 mL), was added powdered potassium carbonate (0.31 g, 2.2 mmol) followed by 2-bromoethylacetate (0.17 mL, 1.6 mmol). The mixture was stirred at ambient temperature overnight. After 20 hours, more 2-bromoethylacetate (0.05 mL, 0.5 mmol) was added and stirring was continued at ambient temperature overnight. The reaction mixture was diluted with ethyl acetate (100 mL), washed...